Dataset: the Open Reaction Database (ORD), a public repository of structured organic reaction records. Task: describe an organic reaction: reactants, conditions, products, and yield Starting materials: CCOc1cc(C=O)cc(S(=O)CC)c1, CC(=O)O, [Na+], [OH-], O, OO. Product: CCOc1cc(C=O)cc(S(=O)(=O)CC)c1. RXN SMILES: [CH2:1]([CH3:2])[S:3](=[O:4])[c:5]1[cH:6][c:7]([CH:8]=[O:9])[cH:10][c:11]([O:13][CH2:14][CH3:15])[cH:12]1.[CH3:21][C:22](=[O:23])[OH:24].[Na+:20].[OH-:19].[OH2:18].[OH:16][OH:17]>>[CH2:1]([CH3:2])[S:3](=[O:4])([c:5]1[cH:6][c:7]([CH:8]=[O:9])[cH:10][c:11]([O:13][CH2:14][CH3:15])[cH:12]1)=[O:16].